Dataset: the Open Reaction Database (ORD), a public repository of structured organic reaction records. Task: describe an organic reaction: reactants, conditions, products, and yield Reactants: COC(=O)c1c(Cl)ccc(C(=O)O)c1Cl, O=S(Cl)Cl. The product is COC(=O)c1c(Cl)ccc(C(=O)Cl)c1Cl. RXN SMILES: [Cl:1][c:2]1[c:3]([C:4](=[O:5])[OH:6])[cH:7][cH:8][c:9]([Cl:15])[c:10]1[C:11](=[O:12])[O:13][CH3:14].[S:16]([Cl:17])([Cl:18])=[O:19]>>[Cl:1][c:2]1[c:3]([C:4](=[O:5])[Cl:18])[cH:7][cH:8][c:9]([Cl:15])[c:10]1[C:11](=[O:12])[O:13][CH3:14]. The reactants are ClCCCCC(C=CC(=O)OC)C1=CC(=CC=C1)C=1C=NC=CC1 (methyl 8-chloro-4-[m-(3-pyridyl)-phenyl]-oct-2-enoate), [BH4-].[Na+] (sodium borohydride). Reagents/catalysts: [Co](Cl)Cl (cobalt (II) chloride). Run in CO (methanol). Run at time 30 minute. The product is ClCCCCC(CCC(=O)OC)C1=CC(=CC=C1)C=1C=NC=CC1 (methyl 8-chloro-4-[m-(3-pyridyl)-phenyl]-octanoate). Reaction SMILES: [Cl:1][CH2:2][CH2:3][CH2:4][CH2:5][CH:6]([C:13]1[CH:18]=[CH:17][CH:16]=[C:15]([C:19]2[CH:20]=[N:21][CH:22]=[CH:23][CH:24]=2)[CH:14]=1)[CH:7]=[CH:8][C:9]([O:11][CH3:12])=[O:10].[BH4-].[Na+]>[Co](Cl)Cl.CO>[Cl:1][CH2:2][CH2:3][CH2:4][CH2:5][CH:6]([C:13]1[CH:18]=[CH:17][CH:16]=[C:15]([C:19]2[CH:20]=[N:21][CH:22]=[CH:23][CH:24]=2)[CH:14]=1)[CH2:7][CH2:8][C:9]([O:11][CH3:12])=[O:10] |f:1.2|. Reported procedure: To a mixture of 0.422 g (1.2 mmol) methyl 8-chloro-4-[m-(3-pyridyl)-phenyl]-oct-2-enoate, 0.097 g (0.41 mmol) cobalt (II) chloride and 8 ml methanol at 0° is added slowly 0.105 g (2.8 mmol) of sodium borohydride. The resulting black suspension is stirred at 0° for 30 min and then filtered through activated magnesium silicate (Florisil) and the filter cake is washed several times with methanol. The solvent is evaporated to obtain methyl 8-chloro-4-[m-(3-pyridyl)-phenyl]-octanoate; IR (CH2Cl2): 17... Starting materials: CC(C)CNc1c([N+](=O)[O-])cnc2cc(Br)ccc12, Cc1ccccc1. Yields the product CC(C)CNc1c(N)cnc2cc(Br)ccc12. As a reaction SMILES: [Br:1][c:2]1[cH:3][cH:4][c:5]2[c:6]([NH:15][CH2:16][CH:17]([CH3:18])[CH3:19])[c:7]([N+:12]([O-:13])=[O:14])[cH:8][n:9][c:10]2[cH:11]1.[CH3:20][c:21]1[cH:22][cH:23][cH:24][cH:25][cH:26]1>>[Br:1][c:2]1[cH:3][cH:4][c:5]2[c:6]([NH:15][CH2:16][CH:17]([CH3:18])[CH3:19])[c:7]([NH2:12])[cH:8][n:9][c:10]2[cH:11]1. Reactants: CC(C)(C)OC(=O)N1CC2CNCC2C1, CS(C)=O, COc1cc(NC(=O)c2cncc(Cl)n2)cc(OC)c1, [Na+], [Na+], O=C([O-])[O-]. Yields the product COc1cc(NC(=O)c2cncc(N3CC4CN(C(=O)OC(C)(C)C)CC4C3)n2)cc(OC)c1. Reaction SMILES: [CH2:21]1[N:22]([C:29](=[O:30])[O:31][C:32]([CH3:33])([CH3:34])[CH3:35])[CH2:23][CH:24]2[CH:25]1[CH2:26][NH:27][CH2:28]2.[CH3:42][S:43]([CH3:44])=[O:45].[Cl:1][c:2]1[cH:3][n:4][cH:5][c:6]([C:8](=[O:9])[NH:10][c:11]2[cH:12][c:13]([O:19][CH3:20])[cH:14][c:15]([O:17][CH3:18])[cH:16]2)[n:7]1.[Na+:36].[Na+:37].[O-:38][C:39](=[O:40])[O-:41]>>[c:2]1([N:27]2[CH2:26][CH:25]3[CH2:21][N:22]([C:29](=[O:30])[O:31][C:32]([CH3:33])([CH3:34])[CH3:35])[CH2:23][CH:24]3[CH2:28]2)[cH:3][n:4][cH:5][c:6]([C:8](=[O:9])[NH:10][c:11]2[cH:12][c:13]([O:19][CH3:20])[cH:14][c:15]([O:17][CH3:18])[cH:16]2)[n:7]1. The reactants are C(C)(=O)O (acetic acid), BrBr (bromine), C(C)C1(OC(=CC1=O)C1=CC=C(C=C1)S(=O)(=O)C)C (2-ethyl-2-methyl-5-{4-(methylsufonyl)phenyl}-3(2H)-furanone). Solvent: C(Cl)(Cl)(Cl)Cl (carbon tetrachloride). Reaction conditions: time 1 hour. Yields the product BrC=1C(C(OC1C1=CC=C(C=C1)S(=O)(=O)C)(C)CC)=O (4-bromo-2-ethyl-2-methy-5-{4-(methylsulfonyl)phenyl}-3(2H)-furanone). RXN SMILES: [CH2:1]([C:3]1([CH3:19])[C:7](=[O:8])[CH:6]=[C:5]([C:9]2[CH:14]=[CH:13][C:12]([S:15]([CH3:18])(=[O:17])=[O:16])=[CH:11][CH:10]=2)[O:4]1)[CH3:2].C(O)(=O)C.[Br:24]Br>C(Cl)(Cl)(Cl)Cl>[Br:24][C:6]1[C:7](=[O:8])[C:3]([CH2:1][CH3:2])([CH3:19])[O:4][C:5]=1[C:9]1[CH:14]=[CH:13][C:12]([S:15]([CH3:18])(=[O:17])=[O:16])=[CH:11][CH:10]=1. Procedure: To 4.5 g of 2-ethyl-2-methyl-5-{4-(methylsufonyl)phenyl}-3(2H)-furanone dissolved in 100 ml carbon tetrachloride, were added acetic acid (3 ml) and bromine (1 ml). The reaction solution was stirred for 1 hour at room temperature. Then the reaction was quenched by adding saturated aqueous sodium thiosulfate solution until the characteristic color of bromine disappeared. The reaction solution was extracted with dichloromethane (30 ml×3) and the organic layer was concentrated in vacuo. The resultin... RXN SMILES: [Cl:1][C:2]1[CH:7]=[C:6]([N+:8]([O-:10])=[O:9])[CH:5]=[C:4]([Cl:11])[N+:3]=1[O-].P(Cl)(Cl)Cl>C(Cl)CCl>[Cl:1][C:2]1[CH:7]=[C:6]([N+:8]([O-:10])=[O:9])[CH:5]=[C:4]([Cl:11])[N:3]=1. Reported procedure: A solution of 20.9 gm (0.1 mol) of 2,6-dichloro-4-nitropyridine-1-oxide (J. Chem. Soc. B 1967, 1235) in 100 ml of ethylene chloride was heated to boiling and then 27.5 gm (0.2 mol) of phosphorus trichloride were added. The solution obtained was stirred for a further 8 hours under reflux and was then concentrated by evaporation in vacuo. The oily residue which remained was poured into ice water. The crystalline residue formed was recovered by suction filtration and washed neutral with water. Starting materials: ClC1=[N+](C(=CC(=C1)[N+](=O)[O-])Cl)[O-] (2,6-dichloro-4-nitropyridine-1-oxide), P(Cl)(Cl)Cl (phosphorus trichloride). Yields the product ClC1=NC(=CC(=C1)[N+](=O)[O-])Cl (2,6-Dichloro-4-nitropyridine). Conditions: time 8 hour. Run in C(CCl)Cl (ethylene chloride). Reactants: C1OC23[C@]4(C)[C@@H](CC2(OCCO3)OC1)[C@@H]1[C@@H](CC3CCCC[C@]3(C)[C@H]1CC4)CO (17,17-bis(ethylendioxy)-7α-hydroxymethylandrostane), C(#N)[C@H]1C[C@H]2[C@@H]3CCC([C@@]3(C)CC[C@@H]2[C@]2(CCC(CC12)=O)C)=O (6α-cyanoandrostane-3,17-dione). Yields the product OC[C@H]1[C@H]2[C@@H]3CCC([C@@]3(C)CC[C@@H]2[C@]2(CCC(CC2C1)=O)C)=O (7α-Hydroxymethylandrostane-3,17-dione). The yield is 85.0%. As a reaction SMILES: [CH2:1]1COC23OCCOC2([C@]2(CC[C@H]4[C@@H]([C@H](CO)CC5[C@]4(C)CCCC5)[C@@H]2C3)C)[O:2]1.C([C@@H:32]1[CH:49]2[C@:44]([CH3:51])([CH2:45][CH2:46][C:47](=[O:50])[CH2:48]2)[C@@H:43]2[C@H:34]([C@H:35]3[C@@:39]([CH2:41][CH2:42]2)([CH3:40])[C:38](=[O:52])[CH2:37][CH2:36]3)[CH2:33]1)#N>>[OH:2][CH2:1][C@@H:33]1[CH2:32][CH:49]2[C@:44]([CH3:51])([CH2:45][CH2:46][C:47](=[O:50])[CH2:48]2)[C@@H:43]2[C@@H:34]1[C@H:35]1[C@@:39]([CH2:41][CH2:42]2)([CH3:40])[C:38](=[O:52])[CH2:37][CH2:36]1. Procedure details: 7α-Hydroxymethylandrostane-3,17-dione (II-bx) was prepared in 85% yield from 3,3:17,17-bis(ethylendioxy)-7α-hydroxymethylandrostane by the procedure described above for the preparation of 6α-cyanoandrostane-3,17-dione (II-ac, Prepn. 3). The combined organic extracts were washed with H2O, dried over Na2SO4 and evaporated to dryness. 1H-NMR (300 MHz, DMSO-d6, ppm from TMS): δ 4.30 (t, 1H), 3.48 (m, 2H), 2.46-0.95 (m, 21H), 1.00 (s, 3H), 0.78 (s, 3H) Reactants: O=C(Nc1ccc(F)c(C(=O)c2c[nH]c3ncc(Cl)cc23)c1F)OCc1ccccc1, [Na+], [OH-], O. Yields the product Nc1ccc(F)c(C(=O)c2c[nH]c3ncc(Cl)cc23)c1F. As a reaction SMILES: [CH2:1]([O:2][C:3](=[O:4])[NH:10][c:11]1[c:12]([F:30])[c:13]([C:18](=[O:19])[c:20]2[cH:21][nH:22][c:23]3[n:24][cH:25][c:26]([Cl:29])[cH:27][c:28]23)[c:14]([F:17])[cH:15][cH:16]1)[c:5]1[cH:6][cH:7][cH:8][cH:9][cH:31]1.[Na+:33].[OH-:32].[OH2:34]>>[NH2:10][c:11]1[c:12]([F:30])[c:13]([C:18](=[O:19])[c:20]2[cH:21][nH:22][c:23]3[n:24][cH:25][c:26]([Cl:29])[cH:27][c:28]23)[c:14]([F:17])[cH:15][cH:16]1.